This data is from the Open Reaction Database (ORD), a public repository of structured organic reaction records. The task is: describe an organic reaction: reactants, conditions, products, and yield Reported procedure: Next, 130.5 g of poly(p-tert-butoxystyrene/cyclohexyl acrylate) was suspended in isopropanol. Subsequently, 30 ml of concentrated hydrochloric acid was added to the suspension, and agitated at 70 to 80° C. for four hours. The reaction liquid was cooled, and poured in 1500 ml of water, thereby precipitating a reaction product. The precipitated solid was collected by filtration, washed with water, and dried in vacuum. Thus, 85.5 g of poly(p-hydroxystyrene/cyclohexyl acrylate) was obtained as a whi... Run in O (water), C(C)(C)O (isopropanol). Conditions: temperature 75 celsius, time 4 hour. Reaction SMILES: C([O:5][C:6]1[CH:13]=[CH:12][C:9]([CH:10]=[CH2:11])=[CH:8][CH:7]=1)(C)(C)C.[C:14]([O:18][CH:19]1[CH2:24][CH2:23][CH2:22][CH2:21][CH2:20]1)(=[O:17])[CH:15]=[CH2:16].Cl>C(O)(C)C.O>[OH:5][C:6]1[CH:13]=[CH:12][C:9]([CH:10]=[CH2:11])=[CH:8][CH:7]=1.[C:14]([O:18][CH:19]1[CH2:24][CH2:23][CH2:22][CH2:21][CH2:20]1)(=[O:17])[CH:15]=[CH2:16] |f:0.1,5.6|. Reactants: C(C)(C)(C)OC1=CC=C(C=C)C=C1.C(C=C)(=O)OC1CCCCC1 (p-tert-butoxystyrene cyclohexyl acrylate), Cl (hydrochloric acid). Product: OC1=CC=C(C=C)C=C1.C(C=C)(=O)OC1CCCCC1 (p-hydroxystyrene cyclohexyl acrylate). Starting materials: CC(=O)OCCCCCC1Cc2cc(O)ccc2C2CCC3(C)C(=O)CCC3C12, CC(=O)OC(C)=O, c1ccncc1. Product: CC(=O)OCCCCCC1Cc2cc(OC(C)=O)ccc2C2CCC3(C)C(=O)CCC3C12. RXN SMILES: [C:1]([CH3:2])(=[O:3])[O:4][CH2:5][CH2:6][CH2:7][CH2:8][CH2:9][CH:10]1[CH:11]2[CH:12]3[CH2:13][CH2:14][C:15](=[O:29])[C:16]3([CH3:17])[CH2:18][CH2:19][CH:20]2[c:21]2[cH:22][cH:23][c:24]([OH:28])[cH:25][c:26]2[CH2:27]1.[CH3:30][C:31](=[O:32])[O:33][C:34](=[O:35])[CH3:36].[cH:37]1[cH:38][cH:39][n:40][cH:41][cH:42]1>>[C:1]([CH3:2])(=[O:3])[O:4][CH2:5][CH2:6][CH2:7][CH2:8][CH2:9][CH:10]1[CH:11]2[CH:12]3[CH2:13][CH2:14][C:15](=[O:29])[C:16]3([CH3:17])[CH2:18][CH2:19][CH:20]2[c:21]2[cH:22][cH:23][c:24]([O:28][C:31]([CH3:30])=[O:32])[cH:25][c:26]2[CH2:27]1. Reactants: [C-]#N.[K+] (Potassium cyanide), ClC1=NC(=NC(=C1CC1=C(C=C(C=C1)CCl)OC)C)N (4-Chloro-5-(4-(chloromethyl)-2-methoxybenzyl)-6-methylpyrimidin-2-amine). The solvent is CS(=O)C (DMSO), CN(C)C=O (DMF), O (water). Reaction conditions: time 15 hour. The product is NC1=NC(=C(C(=N1)Cl)CC1=C(C=C(C=C1)CC#N)OC)C (2-(4-((2-Amino-4-chloro-6-methylpyrimidin-5-yl)methyl)-3-methoxyphenyl)acetonitrile). Reaction SMILES: [C-:1]#[N:2].[K+].[Cl:4][C:5]1[C:10]([CH2:11][C:12]2[CH:17]=[CH:16][C:15]([CH2:18]Cl)=[CH:14][C:13]=2[O:20][CH3:21])=[C:9]([CH3:22])[N:8]=[C:7]([NH2:23])[N:6]=1>CS(C)=O.CN(C=O)C.O>[NH2:23][C:7]1[N:6]=[C:5]([Cl:4])[C:10]([CH2:11][C:12]2[CH:17]=[CH:16][C:15]([CH2:18][C:1]#[N:2])=[CH:14][C:13]=2[O:20][CH3:21])=[C:9]([CH3:22])[N:8]=1 |f:0.1|. Procedure: Potassium cyanide (0.17 g) was added to a stirred solution of the product from step (ii) (0.40 g) in DMSO (5 mL) and DMF (5 mL). The mixture was stirred at rt for 15 h, diluted with water and then extracted with EtOAc. The combined organic phase was dried, filtered and evaporated to give the subtitle compound, 0.20 g. The reactants are BrC=1C=C(C=CC1)N1N=C(C(=C1C)C(=O)N1CC(CC1)N(CC)CC)C ([1-(3-bromo-phenyl)-3,5-dimethyl-1H-pyrazol-4-yl]-(3-diethylamino-pyrrolidin-1-yl)-methanone), O1C2=C(C=C1B(O)O)C=CC=C2 (benzo[b]furan-2-boronic acid). The product is O1C(=CC2=C1C=CC=C2)C2=C(C=CC=C2)N2N=C(C(=C2C)C(=O)N2CC(CC2)N(CC)CC)C ([1-(3-Benzofuran-2-yl-phenyl)-3,5-dimethyl-1H-pyrazol-4-yl]-(3-diethylamino-pyrrolidin-1-yl)-methanone). Yield: 68.0%. RXN SMILES: Br[C:2]1[CH:3]=[C:4]([N:8]2[C:12]([CH3:13])=[C:11]([C:14]([N:16]3[CH2:20][CH2:19][CH:18]([N:21]([CH2:24][CH3:25])[CH2:22][CH3:23])[CH2:17]3)=[O:15])[C:10]([CH3:26])=[N:9]2)[CH:5]=[CH:6][CH:7]=1.[O:27]1[C:31](B(O)O)=[CH:30][C:29]2[CH:35]=[CH:36][CH:37]=[CH:38][C:28]1=2>>[O:27]1[C:28]2[CH:38]=[CH:37][CH:36]=[CH:35][C:29]=2[CH:30]=[C:31]1[C:3]1[CH:2]=[CH:7][CH:6]=[CH:5][C:4]=1[N:8]1[C:12]([CH3:13])=[C:11]([C:14]([N:16]2[CH2:20][CH2:19][CH:18]([N:21]([CH2:22][CH3:23])[CH2:24][CH3:25])[CH2:17]2)=[O:15])[C:10]([CH3:26])=[N:9]1. Procedure: In analogy to the procedure described in Example 14C], [1-(3-bromo-phenyl)-3,5-dimethyl-1H-pyrazol-4-yl]-(3-diethylamino-pyrrolidin-1-yl)-methanone and benzo[b]furan-2-boronic acid gave the title compound in 68% yield as light brown foam. MS: 457.3 (MH+). Isolated yield 21.9%. Starting materials: C([O-])([O-])=O.[K+].[K+] (potassium carbonate), ClC=1C(=C(C(=C(C1)C(C)=O)O)CCC)O (1-(5-chloro-2,4-dihydroxy-3-propylphenyl)ethanone), C(C)OC(CCCOC1=C(C(=C(C=C1)C(C)=O)OCCCOCCCBr)CCC)=O (4-[4-acetyl-3-[3-(3-bromopropoxy)propoxy]-2-propylphenoxy]butanoic acid ethyl ester), C([O-])([O-])=O.[K+].[K+] (potassium carbonate). Reaction SMILES: [Cl:1][C:2]1[C:3]([OH:15])=[C:4]([CH2:12][CH2:13][CH3:14])[C:5]([OH:11])=[C:6]([C:8](=[O:10])[CH3:9])[CH:7]=1.[CH2:16]([O:18][C:19](=[O:45])[CH2:20][CH2:21][CH2:22][O:23][C:24]1[CH:29]=[CH:28][C:27]([C:30](=[O:32])[CH3:31])=[C:26]([O:33][CH2:34][CH2:35][CH2:36][O:37][CH2:38][CH2:39][CH2:40]Br)[C:25]=1[CH2:42][CH2:43][CH3:44])[CH3:17].C(=O)([O-])[O-].[K+].[K+]>CC(C)=O>[CH2:16]([O:18][C:19](=[O:45])[CH2:20][CH2:21][CH2:22][O:23][C:24]1[CH:29]=[CH:28][C:27]([C:30](=[O:32])[CH3:31])=[C:26]([O:33][CH2:34][CH2:35][CH2:36][O:37][CH2:38][CH2:39][CH2:40][O:15][C:3]2[C:2]([Cl:1])=[CH:7][C:6]([C:8](=[O:10])[CH3:9])=[C:5]([OH:11])[C:4]=2[CH2:12][CH2:13][CH3:14])[C:25]=1[CH2:42][CH2:43][CH3:44])[CH3:17] |f:2.3.4|. Run in CC(=O)C (acetone). Procedure details: A mixture of 0.850 g of 1-(5-chloro-2,4-dihydroxy-3-propylphenyl)ethanone, 1.811 g of 4-[4-acetyl-3-[3-(3-bromopropoxy)propoxy]-2-propylphenoxy]butanoic acid ethyl ester and 1.0 g of anhydrous potassium carbonate in 65 ml of anhydrous acetone was stirred at reflux for 4 days. Additional 1.0 g portions of potassium carbonate were added after 21 and 30 hours. The reaction mixture was filtered and the filtrate was concentrated in vacuo to a brown oil. Purification by high pressure liquid chromatogr... The product is C(C)OC(CCCOC1=C(C(=C(C=C1)C(C)=O)OCCCOCCCOC1=C(C(=C(C=C1Cl)C(C)=O)O)CCC)CCC)=O (4-[4-acetyl-3-[3-[3-(4-acetyl-6-chloro-3-hydroxy-2-propylphenoxy)propoxy]propoxy]-2-propylphenoxy]butanoic acid ethyl ester). The reactants are CCN(C(C)C)C(C)C, ClC(Cl)Cl, Ic1ccc2ncnc(C3CCNCC3)c2c1, CC(C)Oc1ccc(NC(=O)Oc2ccc([N+](=O)[O-])cc2)cc1. Yields the product CC(C)Oc1ccc(NC(=O)N2CCC(c3ncnc4ccc(I)cc34)CC2)cc1. Reaction SMILES: [CH:41]([N:42]([CH2:43][CH3:44])[CH:45]([CH3:46])[CH3:47])([CH3:48])[CH3:49].[Cl:50][CH:51]([Cl:52])[Cl:53].[I:1][c:2]1[cH:3][c:4]2[c:5]([CH:12]3[CH2:13][CH2:14][NH:15][CH2:16][CH2:17]3)[n:6][cH:7][n:8][c:9]2[cH:10][cH:11]1.[N+:18]([c:19]1[cH:20][cH:21][c:22]([O:27][C:28](=[O:23])[NH:29][c:30]2[cH:31][cH:32][c:33]([O:36][CH:37]([CH3:38])[CH3:39])[cH:34][cH:35]2)[cH:24][cH:25]1)([O-:26])=[O:40]>>[I:1][c:2]1[cH:3][c:4]2[c:5]([CH:12]3[CH2:13][CH2:14][N:15]([C:28](=[O:27])[NH:29][c:30]4[cH:31][cH:32][c:33]([O:36][CH:37]([CH3:38])[CH3:39])[cH:34][cH:35]4)[CH2:16][CH2:17]3)[n:6][cH:7][n:8][c:9]2[cH:10][cH:11]1. Reactants: Cc1c(CN2CCc3c(c4ccccc4n3C)C2=O)ncn1C(=O)OCc1ccccc1, CCO, CO, Cl. Yields the product Cc1[nH]cnc1CN1CCc2c(c3ccccc3n2C)C1=O. RXN SMILES: [CH3:1][c:2]1[c:3]([CH2:17][N:18]2[C:19](=[O:32])[c:20]3[c:21]([n:22]([CH3:29])[c:23]4[cH:24][cH:25][cH:26][cH:27][c:28]34)[CH2:30][CH2:31]2)[n:4][cH:5][n:6]1[C:7]([O:8][CH2:9][c:10]1[cH:11][cH:12][cH:13][cH:14][cH:15]1)=[O:16].[CH3:33][CH2:34][OH:35].[CH3:37][OH:38].[ClH:36]>>[CH3:1][c:2]1[c:3]([CH2:17][N:18]2[C:19](=[O:32])[c:20]3[c:21]([n:22]([CH3:29])[c:23]4[cH:24][cH:25][cH:26][cH:27][c:28]34)[CH2:30][CH2:31]2)[n:4][cH:5][nH:6]1.